From a dataset of the Open Reaction Database (ORD), a public repository of structured organic reaction records. describe an organic reaction: reactants, conditions, products, and yield Reaction SMILES: [CH:1]1[CH:20]=[CH:19][C:17](=[O:18])/[C:3](=[CH:4]\[NH:5][CH2:6][CH2:7][NH:8]/[CH:9]=[C:10]2\[C:11]([CH:13]=[CH:14][CH:15]=[CH:16]\2)=[O:12])/[CH:2]=1.N#N.C(=O)=O>O>[CH:4](=[N:5][CH2:6][CH2:7][N:8]=[CH:9][C:10]1[C:11](=[CH:13][CH:14]=[CH:15][CH:16]=1)[OH:12])[C:3]1[C:17](=[CH:19][CH:20]=[CH:1][CH:2]=1)[OH:18]. Yields the product C(C=1C(O)=CC=CC1)=NCCN=CC=1C(O)=CC=CC1 (N,N′-bis(salicylidene)ethylenediamine). The solvent is O (water), O (water), O (water). Procedure: Approximately 0.6 g of SALEN ligand dissolved in 1 ml water was loaded into each reactor tube of the Multiclave™, and 5 ml of 4:1 (weight ratio) water/EO was added at 100° C. The reactor was blanketed with 250 psig of N2. The experiment with the same SALEN ligand dissolved in 5 ml of water and treated with carbon dioxide over the weekend at room temperature was repeated but with 250 psig of CO2 as blanket gas. The reactants are C1=C/C(=C/NCCN/C=C/2\C(=O)C=CC=C2)/C(=O)C=C1 (SALEN ligand), C(=O)=O (carbon dioxide), C1=C/C(=C/NCCN/C=C/2\C(=O)C=CC=C2)/C(=O)C=C1 (SALEN ligand), N#N (N2), C(=O)=O (CO2). Starting materials: CC1(C=CCCC1)OC(C)=O (3-methyl-3-acetoxycyclohex-1-ene), malonic ester, C12OCCC(CCC1)C2 (2-oxabicyclo[3.3.1]nonane), cyclohexene diester, cyclohexenylalkanol, XVI, methyl Grignard reagent. The reagents and catalysts are [Pd+2] (palladium(II)). Solvent: formula 1. Yields the product C12OCCC(CCC1)C2O (2-oxabicyclo[3.3.1]nonan-9-ol). Reaction SMILES: [CH:1]12[CH2:9][CH:5]([CH2:6][CH2:7][CH2:8]1)[CH2:4][CH2:3][O:2]2.CC1([O:17]C(=O)C)CCCC=C1>[Pd+2]>[CH:1]12[CH:9]([OH:17])[CH:5]([CH2:6][CH2:7][CH2:8]1)[CH2:4][CH2:3][O:2]2. Procedure details: When m is 0, n is 2 or p is 3, the ring system is a 2-oxabicyclo[3.3.1]nonane, another subclass of the invention. For example, a compound of subclass XVI of formula XVIp below ##STR31## in which R2, R5 and R6 are methyl in formula 1 can be prepared by treating 3-methyl-3-acetoxycyclohex-1-ene with a malonic ester in the presence of palladium(II), the resulting cyclohexene diester is hydrolyzed, decarboxylated, and treated with methyl Grignard reagent. The resulting cyclohexenylalkanol is epoxidi... The reactants are BrCc1ccccc1, O=C([O-])[O-], COC(=O)c1ccc(-c2ccc(O)cc2)cc1, [K+], [K+], CN(C)C=O. Yields the product COC(=O)c1ccc(-c2ccc(OCc3ccccc3)cc2)cc1. Reaction SMILES: [Br:18][CH2:19][c:20]1[cH:21][cH:22][cH:23][cH:24][cH:25]1.[C:26](=[O:27])([O-:28])[O-:29].[CH3:1][O:2][C:3](=[O:4])[c:5]1[cH:6][cH:7][c:8](-[c:11]2[cH:12][cH:13][c:14]([OH:17])[cH:15][cH:16]2)[cH:9][cH:10]1.[K+:30].[K+:31].[O:32]=[CH:33][N:34]([CH3:35])[CH3:36]>>[CH3:1][O:2][C:3](=[O:4])[c:5]1[cH:6][cH:7][c:8](-[c:11]2[cH:12][cH:13][c:14]([O:17][CH2:19][c:20]3[cH:21][cH:22][cH:23][cH:24][cH:25]3)[cH:15][cH:16]2)[cH:9][cH:10]1. Product: ClC1=CC=C(C=C1)C(CN)(C1=CC=C(C=C1)C=1C=NNC1)F (2-(4-Chloro-phenyl)-2-fluoro-2-[4-(1H-pyrazol-4-yl)-phenyl]-ethylamine). Reaction conditions: time 5 minute. RXN SMILES: Cl[C:2]1[CH:7]=[CH:6][C:5]([C:8]([C:12]2[CH:17]=[CH:16][C:15]([Cl:18])=[CH:14][CH:13]=2)([F:11])[CH2:9][NH2:10])=[CH:4][CH:3]=1.CC1(C)C(C)(C)OB([C:27]2[CH:28]=[N:29][NH:30][CH:31]=2)O1>>[Cl:18][C:15]1[CH:16]=[CH:17][C:12]([C:8]([F:11])([C:5]2[CH:6]=[CH:7][C:2]([C:27]3[CH:28]=[N:29][NH:30][CH:31]=3)=[CH:3][CH:4]=2)[CH2:9][NH2:10])=[CH:13][CH:14]=1. Reported procedure: 2,2-Bis-(4-chloro-phenyl)-2-fluoro-ethylamine was reacted with 4-(4,4,5,5-tetramethyl-1,3,2-dioxaborolan-2-yl)-1H-pyrazole following the procedure set out in Example 1 except that heating was carried out at 100° C. for 5 minutes using 300 W power in a CEM microwave, to obtain the title compound. LCMS (PS-B4) Rt 6.69 min [M-F−]+ 296. 1H NMR (Me-d3-OD) δ 4.04 (2H, d), 7.47-7.55 (6H, m), 7.77 (2H, d), 8.41 (2H, d). Reactants: ClC1=CC=C(C=C1)C(CN)(F)C1=CC=C(C=C1)Cl (2,2-Bis-(4-chloro-phenyl)-2-fluoro-ethylamine), CC1(OB(OC1(C)C)C=1C=NNC1)C (4-(4,4,5,5-tetramethyl-1,3,2-dioxaborolan-2-yl)-1H-pyrazole). Starting materials: S1C=CC=C1 (thiophene), CC(N)C1=CC=CC=C1 ((-)-α-methylbenzenemethanamine), Cl.ClCC1=CC=C(C=C1)N1C=NC=C1 (1-[4-(chloromethyl)phenyl]-1H-imidazole monohydrochloride), COC1CN(CCC1=O)C(=O)OCC (ethyl 3-methoxy-4-oxo-1-piperidinecarboxylate), [H][H] (hydrogen). Reagents/catalysts: [Pd] (palladium-on-charcoal). Solvent: CO (methanol), C(C)O (ethanol). The product is CO[C@@H]1CN(CC[C@@H]1NC(C)C1=CC=CC=C1)C(=O)OCC ((-)-ethyl cis-3-methoxy-4-[(1-phenylethyl)amino]-1-piperidinecarboxylate), intermediate 103. The yield is 51.0%. Reaction SMILES: Cl.ClCC1C=CC(N2C=CN=C2)=CC=1.[CH3:15][O:16][CH:17]1[C:22](=O)[CH2:21][CH2:20][N:19]([C:24]([O:26][CH2:27][CH3:28])=[O:25])[CH2:18]1.[CH3:29][CH:30]([C:32]1[CH:37]=[CH:36][CH:35]=[CH:34][CH:33]=1)[NH2:31].S1C=CC=C1.[H][H]>C(O)C.[Pd].CO>[CH3:15][O:16][C@H:17]1[C@@H:22]([NH:31][CH:30]([C:32]2[CH:37]=[CH:36][CH:35]=[CH:34][CH:33]=2)[CH3:29])[CH2:21][CH2:20][N:19]([C:24]([O:26][CH2:27][CH3:28])=[O:25])[CH2:18]1 |f:0.1|. Reported procedure: A solution of 20 parts of ethyl 3-methoxy-4-oxo-1-piperidinecarboxylate, 12 parts of (-)-α-methylbenzenemethanamine, 2 parts of a solution of thiophene in ethanol 4% and 200 parts of methanol was hydrogenated at normal pressure and at room temperature with 4 parts of palladium-on-charcoal catalyst 10%. After the calculated amount of hydrogen was taken up, the catalyst was filtered off and the filtrate was evaporated in vacuo. The residue was purified by HPLC using a mixture of hexane, trichlorom...